From a dataset of the Open Reaction Database (ORD), a public repository of structured organic reaction records. describe an organic reaction: reactants, conditions, products, and yield The reactants are C(CCC)[Li] (n-butyllithium), C(CCCCCCC)=O (octanal), FC1=C(C=CC=C1)F (1,2-difluorobenzene). Product: FC1=C(C=CC=C1F)C(CCCCCCC)O (1 -(2,3-Difluorophenyl)octan-1-ol). As a reaction SMILES: C([Li])CCC.[CH:6](=[O:14])[CH2:7][CH2:8][CH2:9][CH2:10][CH2:11][CH2:12][CH3:13].[F:15][C:16]1[CH:21]=[CH:20][CH:19]=[CH:18][C:17]=1[F:22]>>[F:15][C:16]1[C:17]([F:22])=[CH:18][CH:19]=[CH:20][C:21]=1[CH:6]([OH:14])[CH2:7][CH2:8][CH2:9][CH2:10][CH2:11][CH2:12][CH3:13]. Reported procedure: Quantities: n-butyllithium (30 cm3, 10.0M in hexanes, 0.3 mol), octanal (38.5 g, 0.3 mol) and 1,2-difluorobenzene (34.5 g, 0.3 mol). The experimental procedure was as described in Example 16. Starting materials: C(C)(C)(C)OC(NC1(CCC1)C1=CC=C(C=C1)C1=NC=2N(N=C3C=CC(=CC23)Br)C=C1C1=CC=CC=C1)=O ({1-[4-(9-Bromo-3-phenylpyrimido[1,2-b]indazole-2-yl)phenyl]-cyclobutyl}carbamic acid tert-butyl ester), C(#N)C=1C=C(C=CC1)B(O)O ((3-cyanophenyl)boronic acid), C([O-])([O-])=O.[Na+].[Na+] (sodium carbonate). Yields the product C(C)(C)(C)OC(NC1(CCC1)C1=CC=C(C=C1)C1=NC=2N(N=C3C=CC(=CC23)C2=CC(=CC=C2)C#N)C=C1C1=CC=CC=C1)=O ((1-{4-[9-(3-Cyanophenyl)-3-phenylpyrimido[1,2-b]indazol-2-yl]phenyl}-cyclobutyl)carbamic acid tert-butyl ester). Solvent: O1CCOCC1 (dioxane), O (water). Reaction SMILES: [C:1]([O:5][C:6](=[O:38])[NH:7][C:8]1([C:12]2[CH:17]=[CH:16][C:15]([C:18]3[C:31]([C:32]4[CH:37]=[CH:36][CH:35]=[CH:34][CH:33]=4)=[CH:30][N:21]4[N:22]=[C:23]5[C:28]([CH:27]=[C:26](Br)[CH:25]=[CH:24]5)=[C:20]4[N:19]=3)=[CH:14][CH:13]=2)[CH2:11][CH2:10][CH2:9]1)([CH3:4])([CH3:3])[CH3:2].[C:39]([C:41]1[CH:42]=[C:43](B(O)O)[CH:44]=[CH:45][CH:46]=1)#[N:40].C(=O)([O-])[O-].[Na+].[Na+]>O1CCOCC1.O>[C:1]([O:5][C:6](=[O:38])[NH:7][C:8]1([C:12]2[CH:17]=[CH:16][C:15]([C:18]3[C:31]([C:32]4[CH:37]=[CH:36][CH:35]=[CH:34][CH:33]=4)=[CH:30][N:21]4[N:22]=[C:23]5[C:28]([CH:27]=[C:26]([C:45]6[CH:44]=[CH:43][CH:42]=[C:41]([C:39]#[N:40])[CH:46]=6)[CH:25]=[CH:24]5)=[C:20]4[N:19]=3)=[CH:14][CH:13]=2)[CH2:11][CH2:10][CH2:9]1)([CH3:4])([CH3:3])[CH3:2] |f:2.3.4|. Reported procedure: 100 mg (0.18 mmol) {1-[4-(9-Bromo-3-phenylpyrimido[1,2-b]indazole-2-yl)phenyl]-cyclobutyl}carbamic acid tert-butyl ester (intermediate example Int-2-0), 51.6 mg (0.35 mmol) (3-cyanophenyl)boronic acid, 14.3 mg (0.02 mmol) bis(diphenylphosphino)ferrocenedichloropalladium(II) and 55 mg (0.53 mmol) sodium carbonate in 1.8 mL dioxane and 0.3 mL water were heated in a microwave vial which had been sealed with a microwave cap for 18 hours at 105° C. (heating block). After the usual work up, the crude ... RXN SMILES: C([O:4][CH2:5][CH2:6][CH2:7][CH2:8][CH2:9][CH2:10][CH2:11][CH2:12][CH2:13]/[CH:14]=[CH:15]/[CH:16]=[CH:17]/[CH3:18])(=O)C.O1CCCCC1OCCCCCCCCCC=CC=CC>CO.O>[CH2:5]([OH:4])[CH2:6][CH2:7][CH2:8][CH2:9][CH2:10][CH2:11][CH2:12][CH2:13][CH:14]=[CH:15][CH:16]=[CH:17][CH3:18]. Solvent: O (water). The product is C(CCCCCCCCC=CC=CC)O (10,12-tetradecadienol). The yield is 66.0%. Reported procedure: To prepare (E,E)-10,12-tetradecadien-1-ol acetate (I), the tetradecadiene (D) (5.6 g) in 200 ml methanol containing eight drops concentrated HCl was refluxed for 15 minutes. After the solution was cooled, 400 ml of water was added, and the mixture was extracted three times with hexane. The hexane extract was dried over sodium sulfate, and the hexane was removed with a rotary evaporator leaving 3 g crude 10,12-tetradecadienol, which was purified by silica gel liquid chromatography. Unwanted side ... Reactants: C(C)(=O)OCCCCCCCCC\C=C\C=C\C ((E,E)-10,12-tetradecadien-1-ol acetate), O1C(CCCC1)OCCCCCCCCCC=CC=CC (1-[(tetrahydro-2H-pyran-2-yl)oxy]-10,12-tetradecadiene). Reagents/catalysts: CO (methanol). The reactants are COc1cc(CC(O)CO)c(OCc2ccccc2)c2c1C1CCC2CC1, Cc1ccc(S(=O)(=O)Cl)cc1, c1ccncc1. Product: COc1cc(CC(O)COS(=O)(=O)c2ccc(C)cc2)c(OCc2ccccc2)c2c1C1CCC2CC1. RXN SMILES: [CH2:1]([c:2]1[cH:3][cH:4][cH:5][cH:6][cH:7]1)[O:8][c:9]1[c:10]2[c:15]([c:16]([O:24][CH3:25])[cH:17][c:18]1[CH2:19][CH:20]([CH2:21][OH:22])[OH:23])[CH:14]1[CH2:13][CH2:12][CH:11]2[CH2:27][CH2:26]1.[c:28]1([CH3:38])[cH:29][cH:30][c:31]([S:34](=[O:35])(=[O:36])[Cl:37])[cH:32][cH:33]1.[cH:39]1[cH:40][cH:41][n:42][cH:43][cH:44]1>>[CH2:1]([c:2]1[cH:3][cH:4][cH:5][cH:6][cH:7]1)[O:8][c:9]1[c:10]2[c:15]([c:16]([O:24][CH3:25])[cH:17][c:18]1[CH2:19][CH:20]([CH2:21][O:22][S:34]([c:31]1[cH:30][cH:29][c:28]([CH3:38])[cH:33][cH:32]1)(=[O:35])=[O:36])[OH:23])[CH:14]1[CH2:13][CH2:12][CH:11]2[CH2:27][CH2:26]1. Starting materials: C1=CC=CC=2NCC3=C(CC21)C=CC=C3 (6,11-dihydro-5H-dibenz[b,e]azepine), C(C)(C)N(C(C)C)CC (N,N-diisopropylethylamine), ClC1=C(C(=O)Cl)C=CC(=C1)Cl (2,4-dichlorobenzoyl chloride). Run in C(Cl)Cl (methylene chloride). Run at time 18 hour. Yields the product C1=CC=CC=2N(CC3=C(CC21)C=CC=C3)C(=O)C3=C(C=C(C=C3)NC(C3=C(C=C(C=C3)Cl)Cl)=O)Cl (N-[4-[(6,11-Dihydro-5H-dibenz[b,e]azepin-5-yl)carbonyl]-3-chlorophenyl]-2,4-dichlorobenzamide). As a reaction SMILES: [CH:1]1[C:11]2[CH2:10][C:9]3[CH:12]=[CH:13][CH:14]=[CH:15][C:8]=3[CH2:7][NH:6][C:5]=2[CH:4]=[CH:3][CH:2]=1.C([N:19](CC)[CH:20]([CH3:22])[CH3:21])(C)C.[Cl:25][C:26]1[CH:34]=[C:33]([Cl:35])[CH:32]=[CH:31][C:27]=1[C:28](Cl)=[O:29]>C(Cl)Cl>[CH:1]1[C:11]2[CH2:10][C:9]3[CH:12]=[CH:13][CH:14]=[CH:15][C:8]=3[CH2:7][N:6]([C:28]([C:27]3[CH:31]=[CH:21][C:20]([NH:19][C:28](=[O:29])[C:27]4[CH:31]=[CH:32][C:33]([Cl:35])=[CH:34][C:26]=4[Cl:25])=[CH:22][C:26]=3[Cl:25])=[O:29])[C:5]=2[CH:4]=[CH:3][CH:2]=1. Reported procedure: A mixture of 0.50 g of 5-2-chloro-4-amino-benzoyl)-6,11-dihydro-5H-dibenz[b,e]azepine, 0.28 g of N,N-diisopropylethylamine and 0.45 g of 2,4-dichlorobenzoyl chloride in 25 ml of methylene chloride is stirred at: room temperature for 18 hours. The reaction mixture is washed with water, saturated NaHCO3, dried (Na2SO4) and passed through a short pad of hydrous magnesium silicate. The filtrate is evaporated in vacuo to give the desired product as a solid residue, m.p., 150°-165° C.